Dataset: the Open Reaction Database (ORD), a public repository of structured organic reaction records. Task: describe an organic reaction: reactants, conditions, products, and yield Starting materials: CC#N, N#CCCl, Fc1ccc2c(C3CCNCC3)noc2c1, [K+], [K+], O=C([O-])[O-]. The product is N#CCN1CCC(c2noc3cc(F)ccc23)CC1. RXN SMILES: [CH3:27][C:28]#[N:29].[Cl:23][CH2:24][C:25]#[N:26].[F:1][c:2]1[cH:3][c:4]2[c:5]([c:6]([CH:9]3[CH2:10][CH2:11][NH:12][CH2:13][CH2:14]3)[n:7][o:8]2)[cH:15][cH:16]1.[K+:17].[K+:18].[O-:19][C:20]([O-:21])=[O:22]>>[F:1][c:2]1[cH:3][c:4]2[c:5]([c:6]([CH:9]3[CH2:10][CH2:11][N:12]([CH2:24][C:25]#[N:26])[CH2:13][CH2:14]3)[n:7][o:8]2)[cH:15][cH:16]1. Starting materials: C1(CC1)COC1=C(C=CC(=C1)F)C1=C2C(=NC=C1)C(=C(N2)C)C(=O)OCC (ethyl 7-[2-(cyclopropylmethoxy)-4-fluorophenyl]-2-methyl-1H-pyrrolo[3,2-b]pyridine-3-carboxylate), ClCOCC[Si](C)(C)C ((2-chloromethoxy-ethyl)-trimethyl-silane). Yields the product C1(CC1)COC1=C(C=CC(=C1)F)C1=C2C(=NC=C1)C(=C(N2COCC[Si](C)(C)C)C)C(=O)OCC (Ethyl 7-[2-(cyclopropylmethoxy)-4-fluorophenyl]-2-methyl-1-{[2-(trimethylsilyl)ethoxy]methyl}-1H-pyrrolo[3,2-b]pyridine-3-carboxylate). RXN SMILES: [CH:1]1([CH2:4][O:5][C:6]2[CH:11]=[C:10]([F:12])[CH:9]=[CH:8][C:7]=2[C:13]2[CH:18]=[CH:17][N:16]=[C:15]3[C:19]([C:23]([O:25][CH2:26][CH3:27])=[O:24])=[C:20]([CH3:22])[NH:21][C:14]=23)[CH2:3][CH2:2]1.Cl[CH2:29][O:30][CH2:31][CH2:32][Si:33]([CH3:36])([CH3:35])[CH3:34]>>[CH:1]1([CH2:4][O:5][C:6]2[CH:11]=[C:10]([F:12])[CH:9]=[CH:8][C:7]=2[C:13]2[CH:18]=[CH:17][N:16]=[C:15]3[C:19]([C:23]([O:25][CH2:26][CH3:27])=[O:24])=[C:20]([CH3:22])[N:21]([CH2:29][O:30][CH2:31][CH2:32][Si:33]([CH3:36])([CH3:35])[CH3:34])[C:14]=23)[CH2:2][CH2:3]1. Procedure details: Starting from ethyl 7-[2-(cyclopropylmethoxy)-4-fluorophenyl]-2-methyl-1H-pyrrolo[3,2-b]pyridine-3-carboxylate (example D.a2) and commercially available (2-chloromethoxy-ethyl)-trimethyl-silane the title compound is prepared as pale yellow viscous oil. Reactants: OC(C)[C@H]1CC[C@H]2[C@@H]3CC[C@H]4NC(C=C[C@]4(C)[C@H]3CC[C@]12C)=O (20-hydroxy-5α-4-azapregn-1-ene-3-one), C(CCCCCCCCC=C)(=O)Cl (10-undecenoyl chloride), CC(C(=O)Cl)(C)C (trimethylacetyl chloride), OC(C)[C@H]1CC[C@H]2[C@@H]3CC[C@H]4N(C(CC[C@]4(C)[C@H]3CC[C@]12C)=O)C (20-hydroxy-4-methyl-5α-4-azapregnan-3-one). The product is CC(C(=O)OC(C)[C@H]1CC[C@H]2[C@@H]3CC[C@H]4NC(C=C[C@]4(C)[C@H]3CC[C@]12C)=O)(C)C (20-trimethylacetyloxy-5α-4-azapregn-1-ene-3-one). As a reaction SMILES: [OH:1][CH:2]([C@@H:4]1[C@:21]2([CH3:22])[C@H:7]([C@H:8]3[C@H:18]([CH2:19][CH2:20]2)[C@:16]2([CH3:17])[C@H:11]([NH:12][C:13](=[O:23])[CH:14]=[CH:15]2)[CH2:10][CH2:9]3)[CH2:6][CH2:5]1)[CH3:3].[CH3:24][C:25]([CH3:30])([CH3:29])[C:26](Cl)=[O:27].OC([C@@H]1[C@]2(C)[C@H]([C@H]3[C@H](CC2)[C@]2(C)[C@H](N(C)C(=O)CC2)CC3)CC1)C.C(Cl)(=O)CCCCCCCCC=C>>[CH3:24][C:25]([CH3:30])([CH3:29])[C:26]([O:1][CH:2]([C@@H:4]1[C@:21]2([CH3:22])[C@H:7]([C@H:8]3[C@H:18]([CH2:19][CH2:20]2)[C@:16]2([CH3:17])[C@H:11]([NH:12][C:13](=[O:23])[CH:14]=[CH:15]2)[CH2:10][CH2:9]3)[CH2:6][CH2:5]1)[CH3:3])=[O:27]. Reported procedure: Employing substantially the same procedure as described in Example 6, but substituting 20-hydroxy-5α-4-azapregn-1-ene-3-one and trimethylacetyl chloride for the 20-hydroxy-4-methyl-5α-4-azapregnan-3-one and 10-undecenoyl chloride, respectively, used therein, the title compound was obtained. MS M-1 calculated for C25H39NO3, mw=402.53; observed m/e 401. Starting materials: BrC=1C(=C(C=C(C1)C1C(=C(NC=2CC(CC(C12)=O)CCC)C)C#N)NS(=O)(=O)CCC)NCC1=CC(=CC=C1)OC (propane-1-sulfonic acid [3-bromo-5-(3-cyano-2-methyl-5-oxo-7-propyl-1,4,5,6,7,8-hexahydro-quinolin-4-yl)-2-(3-methoxy-benzylamino)-phenyl]-amide), C(C)(=O)OC(C)=O (acetic anhydride). Solvent: C(C)(=O)OCC (ethyl acetate), N1=CC=CC=C1 (pyridine). Run at time 17 hour. Yields the product BrC1=C(C(=CC(=C1)C1C(=C(NC=2CC(CC(C12)=O)CCC)C)C#N)NS(=O)(=O)CCC)N(C(C)=O)CC1=CC(=CC=C1)OC (N-[2-Bromo-4-(3-cyano-2-methyl-5-oxo-7-propyl-1,4,5,6,7,8-hexahydro-quinolin-4-yl)-6-(propane-1-sulfonylamino)-phenyl]-N-(3-methoxy-benzyl)-acetamide). Reaction SMILES: [Br:1][C:2]1[C:3]([NH:32][CH2:33][C:34]2[CH:39]=[CH:38][CH:37]=[C:36]([O:40][CH3:41])[CH:35]=2)=[C:4]([NH:25][S:26]([CH2:29][CH2:30][CH3:31])(=[O:28])=[O:27])[CH:5]=[C:6]([CH:8]2[C:17]3[C:16](=[O:18])[CH2:15][CH:14]([CH2:19][CH2:20][CH3:21])[CH2:13][C:12]=3[NH:11][C:10]([CH3:22])=[C:9]2[C:23]#[N:24])[CH:7]=1.[C:42](OC(=O)C)(=[O:44])[CH3:43]>N1C=CC=CC=1.C(OCC)(=O)C>[Br:1][C:2]1[CH:7]=[C:6]([CH:8]2[C:17]3[C:16](=[O:18])[CH2:15][CH:14]([CH2:19][CH2:20][CH3:21])[CH2:13][C:12]=3[NH:11][C:10]([CH3:22])=[C:9]2[C:23]#[N:24])[CH:5]=[C:4]([NH:25][S:26]([CH2:29][CH2:30][CH3:31])(=[O:27])=[O:28])[C:3]=1[N:32]([CH2:33][C:34]1[CH:39]=[CH:38][CH:37]=[C:36]([O:40][CH3:41])[CH:35]=1)[C:42](=[O:44])[CH3:43]. Procedure details: A solution of propane-1-sulfonic acid [3-bromo-5-(3-cyano-2-methyl-5-oxo-7-propyl-1,4,5,6,7,8-hexahydro-quinolin-4-yl)-2-(3-methoxy-benzylamino)-phenyl]-amide (120 mg) in pyridine (3 ml) was treated with acetic anhydride (153 μl). After stirring for 17 h, the mixture was diluted with ethyl acetate and washed with water. The organic layer was dried (MgSO4), filtered and concentrated in vacuo. The residue was purified by chromatography on silicagel in heptane/ethyl acetate 1/0→0/1 (v/v) as eluent. Yields the product CN(C(=O)OC(C)(C)C)c1cc(Sc2cc(C(C)(C)C)c(O)c(C(C)(C)C)c2)ccc1[N+](=O)[O-]. Reactants: CC(C)(C)c1cc(S)cc(C(C)(C)C)c1O, CN(C)C=O, CN(C(=O)OC(C)(C)C)c1cc(Cl)ccc1[N+](=O)[O-], [H-], [Na+]. Reaction SMILES: [C:1]([CH3:2])([CH3:3])([CH3:4])[c:5]1[cH:6][c:7]([SH:16])[cH:8][c:9]([C:12]([CH3:13])([CH3:14])[CH3:15])[c:10]1[OH:11].[CH3:38][N:39]([CH3:40])[CH:41]=[O:42].[Cl:17][c:18]1[cH:19][cH:20][c:21]([N+:33](=[O:34])[O-:35])[c:22]([N:24]([C:25]([O:26][C:27]([CH3:28])([CH3:29])[CH3:30])=[O:31])[CH3:32])[cH:23]1.[H-:36].[Na+:37]>>[C:1]([CH3:2])([CH3:3])([CH3:4])[c:5]1[cH:6][c:7]([S:16][c:18]2[cH:19][cH:20][c:21]([N+:33](=[O:34])[O-:35])[c:22]([N:24]([C:25]([O:26][C:27]([CH3:28])([CH3:29])[CH3:30])=[O:31])[CH3:32])[cH:23]2)[cH:8][c:9]([C:12]([CH3:13])([CH3:14])[CH3:15])[c:10]1[OH:11]. Starting materials: [Al+3], CCOC(=O)c1sc(-c2ccc(C(F)(F)F)cc2)cc1CSCc1ccccc1, Cl, [H-], [H-], [H-], [H-], [Li+], C1CCOC1, O. Product: OCc1sc(-c2ccc(C(F)(F)F)cc2)cc1CSCc1ccccc1. RXN SMILES: [Al+3:31].[CH2:1]([c:2]1[cH:3][cH:4][cH:5][cH:6][cH:7]1)[S:8][CH2:9][c:10]1[c:11]([C:25](=[O:26])[O:27][CH2:28][CH3:29])[s:12][c:13](-[c:15]2[cH:16][cH:17][c:18]([C:21]([F:22])([F:23])[F:24])[cH:19][cH:20]2)[cH:14]1.[ClH:37].[H-:30].[H-:33].[H-:34].[H-:35].[Li+:32].[O:38]1[CH2:39][CH2:40][CH2:41][CH2:42]1.[OH2:36]>>[CH2:1]([c:2]1[cH:3][cH:4][cH:5][cH:6][cH:7]1)[S:8][CH2:9][c:10]1[c:11]([CH2:25][OH:26])[s:12][c:13](-[c:15]2[cH:16][cH:17][c:18]([C:21]([F:22])([F:23])[F:24])[cH:19][cH:20]2)[cH:14]1. The reactants are C(C)OC(CN1CCC(CC1)C(O)(C1=CC=C(C=C1)F)C1=CC=C(C=C1)F)=O (4-[bis(4-fluorophenyl)hydroxymethyl]-1-piperidineacetic acid ethyl ester), C([O-])(O)=O.[Na+] (sodium bicarbonate). The solvent is C(C)O (ethanol), O (water). Conditions: time 16 hour. Product: O.FC1=CC=C(C=C1)C(C1CCN(CC1)CC(=O)O)(O)C1=CC=C(C=C1)F.FC1=CC=C(C=C1)C(C1=CC=C(C=C1)F)(O)C1CCN(CC1)CC(=O)O (4-[Bis(4-fluorophenyl)hydroxymethyl]-1-piperidineacetic acid hemihydrate). Isolated yield 53.0%. As a reaction SMILES: C([O:3][C:4](=[O:28])[CH2:5][N:6]1[CH2:11][CH2:10][CH:9]([C:12]([C:21]2[CH:26]=[CH:25][C:24]([F:27])=[CH:23][CH:22]=2)([C:14]2[CH:19]=[CH:18][C:17]([F:20])=[CH:16][CH:15]=2)[OH:13])[CH2:8][CH2:7]1)C.C(=O)(O)[O-].[Na+]>C(O)C.O>[OH2:3].[F:20][C:17]1[CH:16]=[CH:15][C:14]([C:12]([C:21]2[CH:22]=[CH:23][C:24]([F:27])=[CH:25][CH:26]=2)([OH:13])[CH:9]2[CH2:8][CH2:7][N:6]([CH2:5][C:4]([OH:28])=[O:3])[CH2:11][CH2:10]2)=[CH:19][CH:18]=1.[F:20][C:17]1[CH:16]=[CH:15][C:14]([C:12]([CH:9]2[CH2:8][CH2:7][N:6]([CH2:5][C:4]([OH:28])=[O:3])[CH2:11][CH2:10]2)([OH:13])[C:21]2[CH:22]=[CH:23][C:24]([F:27])=[CH:25][CH:26]=2)=[CH:19][CH:18]=1 |f:1.2,5.6.7|. Procedure details: To a stirred solution of 5.0 g (0.013 mole) of 4-[bis(4-fluorophenyl)hydroxymethyl]-1-piperidineacetic acid ethyl ester in 100 mL of 95% ethanol was added a solution of 10.9 g (0.130 mole) of sodium bicarbonate in 150 mL of water and the mixture was heated at reflux for 16 h. The solution was cooled and concentrated under reduced pressure. The residue was partitioned between ethyl ether and water (200 mL each). The layers were separated, and the aqueous layer was further extracted with two 100 m... The reactants are [Na].C(CC(=O)C(=O)OCC)(=O)OCC (diethyl oxalacetate sodium salt), COC(N(C)C)OC (1,1-dimethoxy-N,N-dimethylmethanamine), C(C)(=O)O (Acetic acid). Run in C(C)O (ethanol). Reaction conditions: time 30 minute. Product: CN(C)C=C(C(=O)OCC)C(C(=O)OCC)=O (Diethyl 2-((dimethylamino)methylene)-3-oxosuccinate). Isolated yield 37.1%. Reaction SMILES: [Na].[C:2]([O:12][CH2:13][CH3:14])(=[O:11])[CH2:3][C:4]([C:6]([O:8][CH2:9][CH3:10])=[O:7])=[O:5].CO[CH:17](OC)[N:18]([CH3:20])[CH3:19].C(O)(=O)C>C(O)C>[CH3:17][N:18]([CH:20]=[C:3]([C:4](=[O:5])[C:6]([O:8][CH2:9][CH3:10])=[O:7])[C:2]([O:12][CH2:13][CH3:14])=[O:11])[CH3:19] |f:0.1,^1:0|. Reported procedure: To a solution of diethyl oxalacetate sodium salt (100 g, 476 mmol) in ethanol (250.00 mL) was added 1,1-dimethoxy-N,N-dimethylmethanamine (113 g, 952 mmol) and the reaction was stirred at room temperature for 30 min. Acetic acid (54.5 mL, 952 mmol) was added slowly over a period of 3 h and stirred at room temperature for 24 h. The volatile components were evaporated under reduced pressure and the oily residue was purified by silica gel chromatography (750 g REDISEP® column, eluting with 30% EtOA...